From a dataset of the Open Reaction Database (ORD), a public repository of structured organic reaction records. describe an organic reaction: reactants, conditions, products, and yield Reactants: C=O (formaldehyde), NC1=CC=CC=C1 (aniline), N1[C@H](C(=O)O)CCC1 ((S)-proline), C1(C=CCCC1)=O (2-cyclohexen-1-one). The solvent is CS(=O)C (DMSO). Reaction conditions: time 72 hour. The product is C1(=CC=CC=C1)N1[C@@H]2CC([C@H](C1)CC2)=O ((1S,4S)-2-phenyl-2-aza-bicyclo[2.2.2]octan-5-one). Reaction SMILES: C=O.[NH2:3][C:4]1[CH:9]=[CH:8][CH:7]=[CH:6][CH:5]=1.N1CCC[C@H:11]1C(O)=O.[C:18]1(=[O:24])[CH2:23][CH2:22][CH2:21][CH:20]=[CH:19]1>CS(C)=O>[C:4]1([N:3]2[CH2:11][C@@H:23]3[CH2:22][CH2:21][C@H:20]2[CH2:19][C:18]3=[O:24])[CH:9]=[CH:8][CH:7]=[CH:6][CH:5]=1. Procedure: To a solution of 2.4 mL of formaldehyde (36.5% in water), 3.1 mL of aniline and 1.0 g of (S)-proline in 125 mL of DMSO was added 6.0 mL of 2-cyclohexen-1-one. The mixture was stirred for 72 h at rt, quenched with water and extracted with toluene. The organic phase was dried over anh. Na2SO4 and concentrated in vacuo. The crude product was purified by CC using EtOAc/heptane 1/5 to 1/3 to yield 1.1 g of (1S,4S)-2-phenyl-2-aza-bicyclo[2.2.2]octan-5-one a as yellow oil. The reactants are COc1ccc(Cn2cc(-c3ccnc(SC)n3)cn2)cc1, ClCCl, [K+], [K+], Nc1cc(O)ccc1F, O=C([O-])[O-], CN(C)C=O, O, O=C(OO)c1cccc(Cl)c1. Product: COc1ccc(Cn2cc(-c3ccnc(Oc4ccc(F)c(N)c4)n3)cn2)cc1. As a reaction SMILES: [CH3:1][O:2][c:3]1[cH:4][cH:5][c:6]([CH2:7][n:8]2[n:9][cH:10][c:11](-[c:13]3[n:14][c:15]([S:19][CH3:20])[n:16][cH:17][cH:18]3)[cH:12]2)[cH:21][cH:22]1.[Cl:49][CH2:50][Cl:51].[K+:43].[K+:44].[NH2:34][c:35]1[cH:36][c:37]([OH:42])[cH:38][cH:39][c:40]1[F:41].[O-:45][C:46]([O-:47])=[O:48].[O:52]=[CH:53][N:54]([CH3:55])[CH3:56].[OH2:57].[OH:23][O:24][C:25]([c:26]1[cH:27][c:28]([Cl:29])[cH:30][cH:31][cH:32]1)=[O:33]>>[CH3:1][O:2][c:3]1[cH:4][cH:5][c:6]([CH2:7][n:8]2[n:9][cH:10][c:11](-[c:13]3[n:14][c:15]([O:42][c:37]4[cH:36][c:35]([NH2:34])[c:40]([F:41])[cH:39][cH:38]4)[n:16][cH:17][cH:18]3)[cH:12]2)[cH:21][cH:22]1. Procedure details: A mixture comprising 2.55 g (0.017 mol) of 2-mercaptobenzimidazole, 5.09 g (0.022 mol) of 2-chloromethyl-4-(4-methoxybutoxy)pyridine, 0.84 g (0.020 mol) of 95% sodium hydroxide and 60 ml of ethanol was stirred at 40° C. for 1.5 hours. After the completion of the reaction, the reaction mixture was distilled to remove the solvent. The obtained residue was purified by silica gel column chromatography (ethyl acetate/n-hexane) to obtain 4.13 g of the title compound. Run in C(C)O (ethanol). Isolated yield 70.7%. The reactants are SC=1NC2=C(N1)C=CC=C2 (2-mercaptobenzimidazole), ClCC1=NC=CC(=C1)OCCCCOC (2-chloromethyl-4-(4-methoxybutoxy)pyridine), [OH-].[Na+] (sodium hydroxide). RXN SMILES: [SH:1][C:2]1[NH:3][C:4]2[CH:10]=[CH:9][CH:8]=[CH:7][C:5]=2[N:6]=1.Cl[CH2:12][C:13]1[CH:18]=[C:17]([O:19][CH2:20][CH2:21][CH2:22][CH2:23][O:24][CH3:25])[CH:16]=[CH:15][N:14]=1.[OH-].[Na+]>C(O)C>[CH3:25][O:24][CH2:23][CH2:22][CH2:21][CH2:20][O:19][C:17]1[CH:16]=[CH:15][N:14]=[C:13]([CH2:12][S:1][C:2]2[NH:6][C:5]3[CH:7]=[CH:8][CH:9]=[CH:10][C:4]=3[N:3]=2)[CH:18]=1 |f:2.3|. Product: COCCCCOC1=CC(=NC=C1)CSC1=NC2=C(N1)C=CC=C2 (2-[4-(4-Methoxybutoxy)Pyridine-2-Yl]Methylthio-1H-Benzimidazole). Starting materials: [Al+3], COc1cccc(C2(c3ccc(Br)cc3)CNC(=O)CO2)c1, C1CCOC1, [H-], [H-], [H-], [H-], [Li+], [Na+], [OH-]. Product: COc1cccc(C2(c3ccc(Br)cc3)CNCCO2)c1. RXN SMILES: [Al+3:2].[Br:7][c:8]1[cH:9][cH:10][c:11]([C:14]2([c:21]3[cH:22][c:23]([O:27][CH3:28])[cH:24][cH:25][cH:26]3)[CH2:15][NH:16][C:17](=[O:20])[CH2:18][O:19]2)[cH:12][cH:13]1.[CH2:31]1[O:32][CH2:33][CH2:34][CH2:35]1.[H-:1].[H-:4].[H-:5].[H-:6].[Li+:3].[Na+:30].[OH-:29]>>[Br:7][c:8]1[cH:9][cH:10][c:11]([C:14]2([c:21]3[cH:22][c:23]([O:27][CH3:28])[cH:24][cH:25][cH:26]3)[CH2:15][NH:16][CH2:17][CH2:18][O:19]2)[cH:12][cH:13]1. Starting materials: Cl.Cl.ClC=1C=C(C=NC1N[C@H]1CNCC1)/C=C/C(=O)OCC (ethyl (2E)-3-{5-chloro-6-[(3R)-3-pyrrolidinylamino]-3-pyridinyl}acrylate dihydrochloride), C(=O)([O-])[O-].[K+].[K+] (K2CO3). Solvent: O (H2O). Yields the product ClC=1C=C(C=NC1N[C@H]1CNCC1)/C=C/C(=O)OCC (ethyl (2E)-3-{5-chloro-6-[(3R)-3-pyrrolidinylamino]-3-pyridinyl}acrylate). Isolated yield 91.6%. RXN SMILES: Cl.Cl.[Cl:3][C:4]1[CH:5]=[C:6](/[CH:16]=[CH:17]/[C:18]([O:20][CH2:21][CH3:22])=[O:19])[CH:7]=[N:8][C:9]=1[NH:10][C@@H:11]1[CH2:15][CH2:14][NH:13][CH2:12]1.C([O-])([O-])=O.[K+].[K+]>O>[Cl:3][C:4]1[CH:5]=[C:6](/[CH:16]=[CH:17]/[C:18]([O:20][CH2:21][CH3:22])=[O:19])[CH:7]=[N:8][C:9]=1[NH:10][C@@H:11]1[CH2:15][CH2:14][NH:13][CH2:12]1 |f:0.1.2,3.4.5|. Procedure: A solution of ethyl (2E)-3-{5-chloro-6-[(3R)-3-pyrrolidinylamino]-3-pyridinyl}acrylate dihydrochloride (2.0 g) in H2O (10 ml) was adjusted to pH 8.5 With 20% K2CO3 solution and extracted with CHCl3. The extract was dried over MgSO4, the solvent was evaporated in vacuo to give ethyl (2E)-3-{5-chloro-6-[(3R)-3-pyrrolidinylamino]-3-pyridinyl}acrylate (1.47 g).